Dataset: the Open Reaction Database (ORD), a public repository of structured organic reaction records. Task: describe an organic reaction: reactants, conditions, products, and yield Reactants: C1CCOC1, [Li]CCCC, CNC(=O)C(CCCN(C)C)c1ccccc1, CCCCCC, O=Cc1ccccc1, Cl. Yields the product CNC(=O)C(CCCN(C)C)(c1ccccc1)C(O)c1ccccc1. Reaction SMILES: [CH2:32]1[O:33][CH2:34][CH2:35][CH2:36]1.[CH3:18][CH2:19][CH2:20][CH2:21][Li:22].[CH3:1][NH:2][C:3]([CH:4]([CH2:5][CH2:6][CH2:7][N:8]([CH3:9])[CH3:10])[c:11]1[cH:12][cH:13][cH:14][cH:15][cH:16]1)=[O:17].[CH3:37][CH2:38][CH2:39][CH2:40][CH2:41][CH3:42].[CH:23](=[O:24])[c:25]1[cH:26][cH:27][cH:28][cH:29][cH:30]1.[ClH:31]>>[CH3:1][NH:2][C:3]([C:4]([CH2:5][CH2:6][CH2:7][N:8]([CH3:9])[CH3:10])([c:11]1[cH:12][cH:13][cH:14][cH:15][cH:16]1)[CH:23]([OH:24])[c:25]1[cH:26][cH:27][cH:28][cH:29][cH:30]1)=[O:17]. Reactants: ClC=1C2=C(N=CN1)N=CC=C2 (4-Chloropyrido[2,3-d]pyrimidine), C(C1=CC=CC=C1)OC1=CC=C(N)C=C1 (4-benzyloxyaniline). Run in C(C)O (ethanol). The product is C(C1=CC=CC=C1)OC1=CC=C(NC=2C3=C(N=CN2)N=CC=C3)C=C1 (4-(4-Benzyloxyanilino)pyrido[2,3-d]pyrimidine). The yield is 6.1%. Reaction SMILES: Cl[C:2]1[C:3]2[CH:11]=[CH:10][CH:9]=[N:8][C:4]=2[N:5]=[CH:6][N:7]=1.[CH2:12]([O:19][C:20]1[CH:26]=[CH:25][C:23]([NH2:24])=[CH:22][CH:21]=1)[C:13]1[CH:18]=[CH:17][CH:16]=[CH:15][CH:14]=1>C(O)C>[CH2:12]([O:19][C:20]1[CH:21]=[CH:22][C:23]([NH:24][C:2]2[C:3]3[CH:11]=[CH:10][CH:9]=[N:8][C:4]=3[N:5]=[CH:6][N:7]=2)=[CH:25][CH:26]=1)[C:13]1[CH:14]=[CH:15][CH:16]=[CH:17][CH:18]=1. Reported procedure: 4-Chloropyrido[2,3-d]pyrimidine (prepared as described in: R. K. Robins and G. W. Hitchings, J. Am. Chem. Soc, 77, 2256 (1955)) (0.165 g, 1.0 mmol) and 4-benzyloxyaniline (0.199 g, 1.0 mmol) were reacted in ethanol (10 ml) for ca. 2 hours, according to Procedure A. After cooling, the mixture was filtered, treated with triethylamine and concentrated in vacuo. Purification by column chromatography on silica, eluting with methanol/chloroform (1:10), gave the product as a yellow solid (0.020 g, 6%) ... The reactants are BrC1=C(C#N)C=CC(=C1)S(=O)(=O)N1CC(CC2=CC(=CC=C12)C1=CC=C(C=C1)C(F)(F)F)(C)C (2-Bromo-4-[3,3-dimethyl-6-(4-trifluoromethyl-phenyl)-3,4-dihydro-2H-quinoline-1-sulfonyl]-benzonitrile), P(=O)([O-])([O-])[O-].[K+].[K+].[K+] (Potassium phosphate), ClC1=C(C=CC(=C1)N1CCC(C2=CC(=CC=C12)C1=CC=C(C=C1)C(F)(F)F)(C)C)C1=NOC(N1)=O (3-{2-Chloro-4-[4,4-dimethyl-6-(4-trifluoromethyl-phenyl)-3,4-dihydro-2H-quinolin-1-yl]-phenyl}-4H-[1,2,4]oxadiazol-5-one), C1(CC1)B(O)O (cyclopropylboronic acid), BrC=1C=C2CC(CNC2=CC1)(C)C (6-Bromo-3,3-dimethyl-1,2,3,4-tetrahydro-quinoline), BrC=1C=C(C=CC1C#N)S(=O)(=O)Cl (3-Bromo-4-cyano-benzenesulfonyl chloride), C1(CCCCC1)P(C1CCCCC1)C1CCCCC1 (tricyclohexylphosphine). Run in C1(=CC=CC=C1)C (toluene), O (water), C(C)(=O)OCC (ethyl acetate). Conditions: temperature 120 celsius, time 1 hour. Yields the product C1(CC1)C1=C(C#N)C=CC(=C1)S(=O)(=O)N1CC(CC2=CC(=CC=C12)C1=CC=C(C=C1)C(F)(F)F)(C)C (2-Cyclopropyl-4-[3,3-dimethyl-6-(4-trifluoromethyl-phenyl)-3,4-dihydro-2H-quinoline-1-sulfonyl]-benzonitrile). RXN SMILES: Br[C:2]1[CH:9]=[C:8]([S:10]([N:13]2[C:22]3[C:17](=[CH:18][C:19]([C:23]4[CH:28]=[CH:27][C:26]([C:29]([F:32])([F:31])[F:30])=[CH:25][CH:24]=4)=[CH:20][CH:21]=3)[CH2:16][C:15]([CH3:34])([CH3:33])[CH2:14]2)(=[O:12])=[O:11])[CH:7]=[CH:6][C:3]=1[C:4]#[N:5].BrC1[CH:37]=[C:38]2[C:43](=CC=1)NCC(C)(C)C2.BrC1C=C(S(Cl)(=O)=O)C=CC=1C#N.ClC1C=C(N2C3C(=CC(C4C=CC(C(F)(F)F)=CC=4)=CC=3)C(C)(C)CC2)C=CC=1C1NC(=O)ON=1.P([O-])([O-])([O-])=O.[K+].[K+].[K+].C1(P(C2CCCCC2)C2CCCCC2)CCCCC1.C1(B(O)O)CC1>C1(C)C=CC=CC=1.O.C(OCC)(=O)C>[CH:43]1([C:2]2[CH:9]=[C:8]([S:10]([N:13]3[C:22]4[C:17](=[CH:18][C:19]([C:23]5[CH:28]=[CH:27][C:26]([C:29]([F:30])([F:31])[F:32])=[CH:25][CH:24]=5)=[CH:20][CH:21]=4)[CH2:16][C:15]([CH3:33])([CH3:34])[CH2:14]3)(=[O:11])=[O:12])[CH:7]=[CH:6][C:3]=2[C:4]#[N:5])[CH2:38][CH2:37]1 |f:4.5.6.7|. Procedure: 90 mg 2-Bromo-4-[3,3-dimethyl-6-(4-trifluoromethyl-phenyl)-3,4-dihydro-2H-quinoline-1-sulfonyl]-benzonitrile (derived from 6-Bromo-3,3-dimethyl-1,2,3,4-tetrahydro-quinoline (synthesis described in WO 9629327), 4-(Trifluormethyl)phenyl-ylboronic acid and 3-Bromo-4-cyano-benzenesulfonyl chloride according to the method described for 3-{2-Chloro-4-[4,4-dimethyl-6-(4-trifluoromethyl-phenyl)-3,4-dihydro-2H-quinolin-1-yl]-phenyl}-4H-[1,2,4]oxadiazol-5-one in example 3), 153 mg Potassium phosphate (tri... Reactants: N1=CC=C(C=C1)C=1SC=C(N1)C=1C(NC2=CC(=CC=C2C1)C=O)=O (3-(2-pyridin-4-yl-thiazol-4-yl)-1H-quinolin-2-one-7-carbaldehyde), NC(CO)C(C)C (2-amino-3-methyl-butan-1-ol). The product is OCC(C(C)C)NCC1=CC=C2C=C(C(NC2=C1)=O)C=1N=C(SC1)C1=CC=NC=C1 (7-[(1-Hydroxymethyl-2-methyl-propylamino)-methyl]-3-(2-pyridin-4-yl-thiazol-4-yl)-1H-quinolin-2-one). As a reaction SMILES: [N:1]1[CH:6]=[CH:5][C:4]([C:7]2[S:8][CH:9]=[C:10]([C:12]3[C:13](=[O:24])[NH:14][C:15]4[C:20]([CH:21]=3)=[CH:19][CH:18]=[C:17]([CH:22]=O)[CH:16]=4)[N:11]=2)=[CH:3][CH:2]=1.[NH2:25][CH:26]([CH:29]([CH3:31])[CH3:30])[CH2:27][OH:28]>>[OH:28][CH2:27][CH:26]([NH:25][CH2:22][C:17]1[CH:16]=[C:15]2[C:20]([CH:21]=[C:12]([C:10]3[N:11]=[C:7]([C:4]4[CH:3]=[CH:2][N:1]=[CH:6][CH:5]=4)[S:8][CH:9]=3)[C:13](=[O:24])[NH:14]2)=[CH:19][CH:18]=1)[CH:29]([CH3:31])[CH3:30]. Procedure: This compound was prepared according to the method described in example 8768 employing 3-(2-pyridin-4-yl-thiazol-4-yl)-1H-quinolin-2-one-7-carbaldehyde and 2-amino-3-methyl-butan-1-ol to give a yellow solid. MS m/z: 421.3 (M+1). Starting materials: C(=O)(O)[O-].[Na+] (NaHCO3), O=C1CCN(CC1)C(=O)OC(C)(C)C (1,1-Dimethylethyl 4-Oxo-1-Piperidinecarboxylate), FC(C=1C=C(N)C=CC1)(F)F (3-(trifluoromethyl)aniline), C(C)(=O)O[BH-](OC(C)=O)OC(C)=O.[Na+] (sodium tri(acetoxy)borohydride). The solvent is ClCCCl (1,2-DCE). Run at time 1 hour. Product: FC(C=1C=C(C=CC1)NC1CCN(CC1)C(=O)OC(C)(C)C)(F)F (1,1-Dimethylethyl 4-{[3-(trifluoromethyl)phenyl]amino}-1-piperidinecarboxylate). Yield: 99.9%. As a reaction SMILES: O=[C:2]1[CH2:7][CH2:6][N:5]([C:8]([O:10][C:11]([CH3:14])([CH3:13])[CH3:12])=[O:9])[CH2:4][CH2:3]1.[F:15][C:16]([F:25])([F:24])[C:17]1[CH:18]=[C:19]([CH:21]=[CH:22][CH:23]=1)[NH2:20].C(O[BH-](OC(=O)C)OC(=O)C)(=O)C.[Na+].C([O-])(O)=O.[Na+]>ClCCCl>[F:15][C:16]([F:24])([F:25])[C:17]1[CH:18]=[C:19]([NH:20][CH:2]2[CH2:7][CH2:6][N:5]([C:8]([O:10][C:11]([CH3:14])([CH3:13])[CH3:12])=[O:9])[CH2:4][CH2:3]2)[CH:21]=[CH:22][CH:23]=1 |f:2.3,4.5|. Procedure details: A Solution of 1,1-Dimethylethyl 4-Oxo-1-Piperidinecarboxylate (0.5 g, 2.5 mmol), 3-(trifluoromethyl)aniline (0.402 g, 2.5 mmol) and sodium tri(acetoxy)borohydride (0.80 g, 3.75 mmol) in 1,2-DCE (5 ml) was stirred at room temperature, under argon overnight. Saturated aq. NaHCO3 solution (15 ml) was added and stirring continued for 1 h. The reaction mixture was extracted with DCM and the organic phase concentrated in vacuo. Recrystallisation of the solid residue gave the title compound as a white ... Starting materials: C(C)(=O)OC(C)=O (Acetic anhydride), NC=1C(=NC(=CN1)C1=C(C=CC(=C1)N)C)C=O (3-Amino-6-(5-amino-2-methyl-phenyl)-pyrazin-2-yl-methanone), N1=CC=CC=C1 (pyridine). Conditions: time 2 hour. Yields the product NC=1N=CC(=NC1C(=O)C=1C=NC=CC1)C=1C=C(C=CC1C)NC(C)=O (N-{3-[5-Amino-6-(pyridine-3-carbonyl)-pyrazin-2-yl]-4-methyl-phenyl}-acetamide). As a reaction SMILES: C(O[C:5](=[O:7])[CH3:6])(=O)C.[NH2:8][C:9]1[C:10]([CH:23]=[O:24])=[N:11][C:12]([C:15]2[CH:20]=[C:19]([NH2:21])[CH:18]=[CH:17][C:16]=2[CH3:22])=[CH:13][N:14]=1.[N:25]1[CH:30]=[CH:29][CH:28]=[CH:27][CH:26]=1>>[NH2:8][C:9]1[N:14]=[CH:13][C:12]([C:15]2[CH:20]=[C:19]([NH:21][C:5](=[O:7])[CH3:6])[CH:18]=[CH:17][C:16]=2[CH3:22])=[N:11][C:10]=1[C:23]([C:27]1[CH:26]=[N:25][CH:30]=[CH:29][CH:28]=1)=[O:24]. Reported procedure: Acetic anhydride (19.7 ml, 0.21 mmol) is added to solution of Example 110 (48.5 mg, 0.15 mmol) in pyridine (1.5 ml), and the resulting solution is stirred at room temperature for 2 hours. The solvent is removed in vacuo and trituration with methanol and diethyl ether yields the title compound as a yellow solid; MS m/z 348 [M+H]+ Reactants: ClC1=NC(=C(C(=N1)OC1(CC1)CO)OC)Cl ([1-(2,6-dichloro-5-methoxy-pyrimidin-4-yloxy)-cyclopropyl]-methanol), [Cl-].[Li+] (lithium chloride). Run in CN(C)C=O (DMF). Run at temperature 140 celsius. Yields the product ClC1=NC(=C(C(=N1)Cl)O)OC1(CC1)CO (2,4-Dichloro-6-(1-hydroxymethyl-cyclopropoxy)-pyrimidin-5-ol). The yield is 39.6%. RXN SMILES: [Cl:1][C:2]1[N:7]=[C:6]([O:8][C:9]2([CH2:12][OH:13])[CH2:11][CH2:10]2)[C:5]([O:14]C)=[C:4]([Cl:16])[N:3]=1.[Cl-].[Li+]>CN(C=O)C>[Cl:1][C:2]1[N:3]=[C:4]([Cl:16])[C:5]([OH:14])=[C:6]([O:8][C:9]2([CH2:12][OH:13])[CH2:10][CH2:11]2)[N:7]=1 |f:1.2|. Reported procedure: A mixture of [1-(2,6-dichloro-5-methoxy-pyrimidin-4-yloxy)-cyclopropyl]-methanol (800 mg, 3.02 mmol) and lithium chloride (600 mg, 14.15 mmol) in anhydrous DMF (3 mL) was heated at 140° C. for 10 minutes using microwave irradiation, then concentrated in vacuo. The resulting residue was purified by column chromatography (SiO2, gradient 0-5% methanol in DCM) affording 2,4-Dichloro-6-(1-hydroxymethyl-cyclopropoxy)-pyrimidin-5-ol (300 mg, 40%). LCMS: RT=2.52 min, [M−H]−=249/251/253.